From a dataset of the Open Reaction Database (ORD), a public repository of structured organic reaction records. describe an organic reaction: reactants, conditions, products, and yield Starting materials: OCCBr, Cc1ccccc1, COc1ccsc1, [Na+], O=S(=O)([O-])O. Product: BrCCOc1ccsc1. RXN SMILES: [Br:8][CH2:9][CH2:10][OH:11].[CH3:18][c:19]1[cH:20][cH:21][cH:22][cH:23][cH:24]1.[CH3:1][O:2][c:3]1[cH:4][s:5][cH:6][cH:7]1.[Na+:17].[S:12](=[O:13])(=[O:14])([OH:15])[O-:16]>>[CH2:1]([O:2][c:3]1[cH:4][s:5][cH:6][cH:7]1)[CH2:9][Br:8].